Dataset: the Open Reaction Database (ORD), a public repository of structured organic reaction records. Task: describe an organic reaction: reactants, conditions, products, and yield Reactants: NC1=C(C=C(OC=2C=NC=C(C(=O)NC)C2)C=C1)F (5-(4-amino-3-fluorophenoxy)-N-methylnicotinamide), COC(C1=CN=CC(=C1)OC1=CC(=C(C=C1)N)F)=O (5-(4-amino-3-fluorophenoxy)nicotinic acid methyl ester). The product is NC1=CC=C(OC=2C=NC=C(C(=O)NC)C2)C=C1 (5-(4-Aminophenoxy)-N-methylnicotinamide). As a reaction SMILES: [NH2:1][C:2]1[CH:18]=[CH:17][C:5]([O:6][C:7]2[CH:8]=[N:9][CH:10]=[C:11]([CH:16]=2)[C:12]([NH:14][CH3:15])=[O:13])=[CH:4][C:3]=1F.COC(=O)C1C=C(OC2C=CC(N)=C(F)C=2)C=NC=1>>[NH2:1][C:2]1[CH:18]=[CH:17][C:5]([O:6][C:7]2[CH:8]=[N:9][CH:10]=[C:11]([CH:16]=2)[C:12]([NH:14][CH3:15])=[O:13])=[CH:4][CH:3]=1. Reported procedure: The title compound was prepared in the same manner described for 5-(4-amino-3-fluorophenoxy)-N-methylnicotinamide, substituting 5-(4-aminophenoxy)nicotinic acid methyl ester for 5-(4-amino-3-fluorophenoxy)nicotinic acid methyl ester. 1H NMR (DMSO-d6) δ 8.65 (m, 2H), 8.40 (d, J=2.7 Hz, 1H), 7.52 (t, J=2.2 Hz, 1H), 6.84 (d, J=8.7 Hz, 2H), 6.62 (d, J=8.7 Hz, 2H), 5.01 (s, 2H), 2.75 (d, J=4.4 Hz, 3H); MS LC-MS [M+H]+=244.2, RT=0.29 min. The reactants are Tetrakis triphenyphosphine palladium, COC(CC1=CC=C(C=C1)OS(=O)(=O)C(F)(F)F)=O ((4-Trifluoromethanesulfonyloxy-phenyl)-acetic acid methyl ester), C1=C(C=CC2=CC=CC=C12)B(O)O (2-naphthaleneboronic acid), [F-].[Cs+] (cesium fluoride). The solvent is C(OC)COC (dimethoxy ethane). Conditions: temperature 100 celsius, time 3 hour. The product is C1=C(C=CC2=CC=CC=C12)C1=CC=C(C=C1)CC(=O)O ((4-Naphthalen-2-yl-phenyl)-acetic acid). Isolated yield 69.4%. Reaction SMILES: C[O:2][C:3](=[O:19])[CH2:4][C:5]1[CH:10]=[CH:9][C:8](OS(C(F)(F)F)(=O)=O)=[CH:7][CH:6]=1.[CH:20]1[C:29]2[C:24](=[CH:25][CH:26]=[CH:27][CH:28]=2)[CH:23]=[CH:22][C:21]=1B(O)O.[F-].[Cs+]>C(COC)OC>[CH:28]1[C:29]2[C:24](=[CH:23][CH:22]=[CH:21][CH:20]=2)[CH:25]=[CH:26][C:27]=1[C:8]1[CH:9]=[CH:10][C:5]([CH2:4][C:3]([OH:2])=[O:19])=[CH:6][CH:7]=1 |f:2.3|. Procedure: Tetrakis triphenyphosphine palladium (65 mg, 7.4 mol %) was added to a dimethoxy ethane (5.4 mL) solution of (4-Trifluoromethanesulfonyloxy-phenyl)-acetic acid methyl ester (447 mg, 1.5 mmol), 2-naphthaleneboronic acid (286 mg, 1.67 mmol) and cesium fluoride (505 mg, 3.33 mmol). The reaction was flushed with nitrogen and heated in an oil bath to 100° C. while stirring for 3 hours. The reaction was then diluted with ethyl acetate and extracted with water, 1M sodium hydroxide, water and brine. The... Reactants: C(CCC)[SnH](CCCC)CCCC (Tri-n-butyl tin hydride), CC(C)(C#N)N=NC(C)(C)C#N (AIBN), CC(C)(C)C=1C=C(C=C(C1O)C(C)(C)C)C=C1C(N(C(S1)=S)CCOC(C)=O)=O (5-[[3,5-bis(1,1-dimethylethyl)-4-hydroxyphenyl]methylene]-3-[2-(acetyloxy) ethyl]-2-thioxo-4-thiazolidinone). The solvent is C1(=CC=CC=C1)C (toluene). Run at time 8 hour. Product: CC(C)(C)C=1C=C(C=C(C1O)C(C)(C)C)C=C1C(N(CS1)CCOC(C)=O)=O (5-[[3,5-bis(1,1-dimethylethyl)-4-hydroxyphenyl]methylene]-3-[2-(acetyloxy)ethyl]-4-thiazolidinone). Isolated yield 59.7%. Reaction SMILES: [CH3:1][C:2]([C:5]1[CH:6]=[C:7]([CH:16]=[C:17]2[S:21][C:20](=S)[N:19]([CH2:23][CH2:24][O:25][C:26](=[O:28])[CH3:27])[C:18]2=[O:29])[CH:8]=[C:9]([C:12]([CH3:15])([CH3:14])[CH3:13])[C:10]=1[OH:11])([CH3:4])[CH3:3].C([SnH](CCCC)CCCC)CCC.CC(N=NC(C#N)(C)C)(C#N)C>C1(C)C=CC=CC=1>[CH3:4][C:2]([C:5]1[CH:6]=[C:7]([CH:16]=[C:17]2[S:21][CH2:20][N:19]([CH2:23][CH2:24][O:25][C:26](=[O:28])[CH3:27])[C:18]2=[O:29])[CH:8]=[C:9]([C:12]([CH3:13])([CH3:14])[CH3:15])[C:10]=1[OH:11])([CH3:1])[CH3:3]. Reported procedure: Under a nitrogen atmosphere, 82.2 g of 5-[[3,5-bis(1,1-dimethylethyl)-4-hydroxyphenyl]methylene]-3-[2-(acetyloxy) ethyl]-2-thioxo-4-thiazolidinone in 950 ml of toluene was heated to 65° C. Tri-n-butyl tin hydride (219.7 g) and AIBN (4.65 g) were added and the solution heated at reflux temperature for an additional 10 minutes. After cooling, the mixture was washed with 1.25l of 1N hydrochloric acid followed by 500 ml of a saturated sodium chloride solution. The organic layer was stripped and allo...